This data is from the Open Reaction Database (ORD), a public repository of structured organic reaction records. The task is: describe an organic reaction: reactants, conditions, products, and yield Reactants: COC(=O)c1cc(O)c2cccc(SC)c2n1, CSc1ccccc1N. Product: COC(=O)c1cc(O)c2cccc(C)c2n1. As a reaction SMILES: [C:1](=[O:2])([O:3][CH3:4])[c:5]1[n:6][c:7]2[c:8]([S:16][CH3:17])[cH:9][cH:10][cH:11][c:12]2[c:13]([OH:15])[cH:14]1.[CH3:18][S:19][c:20]1[cH:21][cH:22][cH:23][cH:24][c:25]1[NH2:26]>>[C:1](=[O:2])([O:3][CH3:4])[c:5]1[n:6][c:7]2[c:8]([CH3:18])[cH:9][cH:10][cH:11][c:12]2[c:13]([OH:15])[cH:14]1. Product: Cn1c2c(c3ccccc31)CN(CCCN)CC2. Reaction SMILES: [CH3:1][n:2]1[c:3]2[c:4]([c:5]3[cH:6][cH:7][cH:8][cH:9][c:10]13)[CH2:11][N:12]([CH2:15][CH2:16][C:17]#[N:18])[CH2:13][CH2:14]2.[CH3:22][OH:23].[H:19][H:20].[NH3:21]>>[CH3:1][n:2]1[c:3]2[c:4]([c:5]3[cH:6][cH:7][cH:8][cH:9][c:10]13)[CH2:11][N:12]([CH2:15][CH2:16][CH2:17][NH2:18])[CH2:13][CH2:14]2. The reactants are Cn1c2c(c3ccccc31)CN(CCC#N)CC2, CO, [H][H], N. Starting materials: N1=CC=CC=C1 (pyridine), C(C)(=O)OC(C)=O (acetic anhydride), OC/C=C(/CC\C=C(/CCC(C(=C)C)=O)\C)\C ((6Z,10E)-12-hydroxy-2,6,10-trimethyl-1,6,10-dodecatrien-3-one). Solvent: C(Cl)Cl (methylene chloride). Run at time 18 hour. Yields the product C(C)(=O)OC\C=C(\CC\C=C(/CCC(C(=C)C)=O)\C)/C ((2E,6Z)-3,7,11-trimethyl-10-oxo-2,6,11-dodecatrienyl acetate). RXN SMILES: [OH:1][CH2:2]/[CH:3]=[C:4](\[CH3:17])/[CH2:5][CH2:6]/[CH:7]=[C:8](/[CH3:16])\[CH2:9][CH2:10][C:11](=[O:15])[C:12]([CH3:14])=[CH2:13].N1C=CC=CC=1.[C:24](OC(=O)C)(=[O:26])[CH3:25]>C(Cl)Cl>[C:24]([O:1][CH2:2]/[CH:3]=[C:4](\[CH3:17])/[CH2:5][CH2:6]/[CH:7]=[C:8](/[CH3:16])\[CH2:9][CH2:10][C:11](=[O:15])[C:12]([CH3:14])=[CH2:13])(=[O:26])[CH3:25]. Procedure: A solution of 0.5 g (0.0021 mol) of (6Z,10E)-12-hydroxy-2,6,10-trimethyl-1,6,10-dodecatrien-3-one dissolved in 5 ml of methylene chloride and 1.3 ml of pyridine is treated with 1 ml of acetic anhydride. The solution is stirred at room temperature for 18 hours under argon. After removing the solvent the residue is taken up three times in toluene and freed from solvent on a rotary evaporator. The residue is chromatographed on silica gel with ether-hexane 1:5. There is obtained (2E,6Z)-3,7,11-trime... Starting materials: CC(=O)SC1CCN(Cc2ccccc2)CC1, CC(=O)O, [NH4+], [NH4+], N=c1sc2cc(OC(F)(F)F)ccc2n1CCSC1CCN(Cc2ccccc2)CC1, [Na+], O=S(=O)([O-])[O-], [OH-]. Yields the product SC1CCN(Cc2ccccc2)CC1. RXN SMILES: [CH2:32]([N:33]1[CH2:34][CH2:35][CH:36]([S:37][C:38](=[O:39])[CH3:40])[CH2:41][CH2:42]1)[c:43]1[cH:44][cH:45][cH:46][cH:47][cH:48]1.[CH3:49][C:50](=[O:51])[OH:52].[NH4+:53].[NH4+:54].[NH:1]=[c:2]1[n:3]([CH2:4][CH2:5][S:9][CH:10]2[CH2:11][CH2:12][N:13]([CH2:16][c:17]3[cH:18][cH:19][cH:20][cH:21][cH:22]3)[CH2:14][CH2:15]2)[c:6]2[cH:7][cH:8][c:23]([O:24][C:25]([F:26])([F:27])[F:28])[cH:29][c:30]2[s:31]1.[Na+:61].[O-:55][S:56](=[O:57])(=[O:58])[O-:59].[OH-:60]>>[SH:9][CH:10]1[CH2:11][CH2:12][N:13]([CH2:16][c:17]2[cH:18][cH:19][cH:20][cH:21][cH:22]2)[CH2:14][CH2:15]1. Reactants: CCO, CCOC(=O)C(C)c1cc(C)c(C(=O)c2ccc(Cl)cc2)n1C, [Na+], [OH-]. Product: Cc1cc(C(C)C(=O)O)n(C)c1C(=O)c1ccc(Cl)cc1. RXN SMILES: [CH3:26][CH2:27][OH:28].[Cl:1][c:2]1[cH:3][cH:4][c:5]([C:6](=[O:7])[c:8]2[c:9]([CH3:21])[cH:10][c:11]([CH:14]([C:15](=[O:16])[O:17][CH2:18][CH3:19])[CH3:20])[n:12]2[CH3:13])[cH:22][cH:23]1.[Na+:25].[OH-:24]>>[Cl:1][c:2]1[cH:3][cH:4][c:5]([C:6](=[O:7])[c:8]2[c:9]([CH3:21])[cH:10][c:11]([CH:14]([C:15](=[O:16])[OH:17])[CH3:20])[n:12]2[CH3:13])[cH:22][cH:23]1. Reactants: ClC=1C=C(C=CC1Cl)C1=C(C=C(C=C1)CBr)F (3′,4′-dichloro-2-fluoro-4-bromomethyl-biphenyl), [C-]#N.[Na+] (sodium cyanide). Solvent: C(C)O (ethanol), O (water). Conditions: temperature 50 celsius, time 30 minute. The product is ClC=1C=C(C=CC1Cl)C1=C(C=C(C=C1)CC#N)F (3′,4′-dichloro-2-fluoro-4-cyanomethyl-biphenyl), powder. The yield is 57.0%. As a reaction SMILES: [Cl:1][C:2]1[CH:3]=[C:4]([C:9]2[CH:14]=[CH:13][C:12]([CH2:15]Br)=[CH:11][C:10]=2[F:17])[CH:5]=[CH:6][C:7]=1[Cl:8].[C-:18]#[N:19].[Na+]>C(O)C.O>[Cl:1][C:2]1[CH:3]=[C:4]([C:9]2[CH:14]=[CH:13][C:12]([CH2:15][C:18]#[N:19])=[CH:11][C:10]=2[F:17])[CH:5]=[CH:6][C:7]=1[Cl:8] |f:1.2|. Procedure: 3′,4′-dichloro-2-fluoro-4-bromomethyl-biphenyl (35.0 g, 0.105 mol) and sodium cyanide (5.4 g, 0.110 mol) were dissolved in a mixture of ethanol (228 ml) and water (25 ml), then heated at 50° C. for 3 hours. The solution was concentrated under vacuum and the residue was suspended in ethanol/water 1/1 v/v (35 ml) and cooled at 0-5° C. for 30 minutes. The obtained solid is filtered and dried at 40° C. under vacuum. The crude product was suspended in ethanol (56 ml) at 20 to 25° C. for 30 minutes, f... The reactants are C1CCOC1, [Li]CCCC, CC(C)OB1OC(C)(C)C(C)(C)O1, CC(C)NC(C)C, COC(=O)c1sccc1OC(C)c1ccccc1Cl, Cl. Product: COC(=O)c1sc(B2OC(C)(C)C(C)(C)O2)cc1OC(C)c1ccccc1Cl. Reaction SMILES: [CH2:46]1[O:47][CH2:48][CH2:49][CH2:50]1.[CH3:1][CH2:2][CH2:3][CH2:4][Li:5].[CH:32]([O:33][B:36]1[O:37][C:38]([CH3:43])([CH3:44])[C:39]([CH3:41])([CH3:42])[O:40]1)([CH3:34])[CH3:35].[CH:6]([NH:7][CH:8]([CH3:9])[CH3:10])([CH3:11])[CH3:12].[Cl:13][c:14]1[c:15]([CH:20]([CH3:21])[O:22][c:23]2[c:24]([C:28](=[O:29])[O:30][CH3:31])[s:25][cH:26][cH:27]2)[cH:16][cH:17][cH:18][cH:19]1.[ClH:45]>>[Cl:13][c:14]1[c:15]([CH:20]([CH3:21])[O:22][c:23]2[c:24]([C:28](=[O:29])[O:30][CH3:31])[s:25][c:26]([B:36]3[O:37][C:38]([CH3:43])([CH3:44])[C:39]([CH3:41])([CH3:42])[O:40]3)[cH:27]2)[cH:16][cH:17][cH:18][cH:19]1. Starting materials: [H-].[Na+] (sodium hydride), C(OC)(OC)=O (dimethyl carbonate), BrC1=CC=C2CCC(CC2=C1)=O (7-bromo-2-tetralone), C(OC)(OC)=O (dimethyl carbonate). Reaction conditions: time 45 minute. Product: BrC1=CC=C2CCC(=C(C2=C1)C(=O)OC)O (methyl 7-bromo-3,4-dihydro-2-hydroxy-1-naphthoate). Reaction SMILES: [H-].[Na+].[Br:3][C:4]1[CH:13]=[C:12]2[C:7]([CH2:8][CH2:9][C:10](=[O:14])[CH2:11]2)=[CH:6][CH:5]=1.[C:15](=O)([O:18]C)[O:16][CH3:17]>>[Br:3][C:4]1[CH:13]=[C:12]2[C:7]([CH2:8][CH2:9][C:10]([OH:14])=[C:11]2[C:15]([O:16][CH3:17])=[O:18])=[CH:6][CH:5]=1 |f:0.1|. Procedure: To a refluxing stirred suspension of sodium hydride (5.6 g of 80% in oil, 187 mmoles) in dry dimethyl carbonate (120 ml) under a nitrogen atmosphere was added a solution of 7-bromo-2-tetralone (14 g, 61 mmoles) in dry dimethyl carbonate (60 ml) dropwise over 40 minutes. Refluxing was continued for an additional 45 minutes and then cooled to room temperature. The reaction was carefully quenched with glacial acetic acid, diluted with one volume of water and extracted with ethyl acetate (150 ml). T... Starting materials: C(C)(C)(C)OC(NC1CCC(CC1)NC1=NC=C2C(=N1)NN=C2C2=NC(=NC=C2)NCC2=CSC=C2)=O ([4-(3-{2-[(thiophen-3-ylmethyl)-amino]-pyrimidin-4-yl}-1H-pyrazolo[3,4-d]pyrimidin-6-ylamino)-cyclohexyl]-carbamic acid tert-butyl ester). Solvent: CO (methanol), Cl (HCl). Product: S1C=C(C=C1)CNC1=NC=CC(=N1)C1=NNC2=NC(=NC=C21)NC2CCC(CC2)N (N-(3-{2-[(thiophen-3-ylmethyl)-amino]-pyrimidin-4-yl}-1H-pyrazolo[3,4-d]pyrimidin-6-yl)-cyclohexane-1,4-diamine). Reaction SMILES: C(OC(=O)[NH:7][CH:8]1[CH2:13][CH2:12][CH:11]([NH:14][C:15]2[N:20]=[C:19]3[NH:21][N:22]=[C:23]([C:24]4[CH:29]=[CH:28][N:27]=[C:26]([NH:30][CH2:31][C:32]5[CH:36]=[CH:35][S:34][CH:33]=5)[N:25]=4)[C:18]3=[CH:17][N:16]=2)[CH2:10][CH2:9]1)(C)(C)C>CO.Cl>[S:34]1[CH:35]=[CH:36][C:32]([CH2:31][NH:30][C:26]2[N:25]=[C:24]([C:23]3[C:18]4[C:19](=[N:20][C:15]([NH:14][CH:11]5[CH2:12][CH2:13][CH:8]([NH2:7])[CH2:9][CH2:10]5)=[N:16][CH:17]=4)[NH:21][N:22]=3)[CH:29]=[CH:28][N:27]=2)=[CH:33]1. Procedure details: To a solution of [4-(3-{2-[(thiophen-3-ylmethyl)-amino]-pyrimidin-4-yl}-1H-pyrazolo[3,4-d]pyrimidin-6-ylamino)-cyclohexyl]-carbamic acid tert-butyl ester (24 mg, 0.046 mmol) in methanol (30 mL) was bubbled in HCl (gas) for 3 hours at room temperature. The mixture was then concentrated by evaporation to afford N-(3-{2-[(thiophen-3-ylmethyl)-amino]-pyrimidin-4-yl}-1H-pyrazolo[3,4-d]pyrimidin-6-yl)-cyclohexane-1,4-diamine; hydrochloride. (Yield 25 mg, 96%).